From a dataset of the Open Reaction Database (ORD), a public repository of structured organic reaction records. describe an organic reaction: reactants, conditions, products, and yield The reactants are O1C(NCC1)=O (2-oxazolidinone), CNCCNC (N,N′-dimethyl-1,2-ethanediamine), BrC1=CC=C(C=C1)N1N=C2CCN(CCC2=C1)C(=O)OC(C)(C)C (1,1-dimethylethyl 2-(4-bromophenyl)-4,5,7,8-tetrahydropyrazolo[3,4-d]azepine-6(2H)-carboxylate), O1C(NCC1)=O (2-oxazolidinone), C([O-])([O-])=O.[K+].[K+] (potassium carbonate), CNCCNC (N,N′-dimethyl-1,2-ethanediamine), O1C(NCC1)=O (2-oxazolidinone), CNCCNC (N,N′-dimethyl-1,2-ethanediamine), O1C(NCC1)=O (2-oxazolidinone), CNCCNC (N,N′-dimethyl-1,2-ethanediamine). Reagents/catalysts: [Cu]I (copper (I) iodide), [Cu]I (copper (I) iodide), [Cu]I (copper (I) iodide), [Cu]I (copper (I) iodide). The solvent is O1CCOCC1 (dioxane). Reaction conditions: temperature 100 celsius. Product: O=C1OCCN1C1=CC=C(C=C1)N1N=C2CCN(CCC2=C1)C(=O)OC(C)(C)C (1,1-Dimethylethyl 2-[4-(2-oxo-1,3-oxazolidin-3-yl)phenyl]-4,5,7,8-tetrahydropyrazolo[3,4-d]azepine-6(2H)-carboxylate). Reaction SMILES: Br[C:2]1[CH:7]=[CH:6][C:5]([N:8]2[CH:17]=[C:16]3[C:10]([CH2:11][CH2:12][N:13]([C:18]([O:20][C:21]([CH3:24])([CH3:23])[CH3:22])=[O:19])[CH2:14][CH2:15]3)=[N:9]2)=[CH:4][CH:3]=1.[O:25]1[CH2:29][CH2:28][NH:27][C:26]1=[O:30].C(=O)([O-])[O-].[K+].[K+].CNCCNC>O1CCOCC1.[Cu]I>[O:30]=[C:26]1[N:27]([C:2]2[CH:7]=[CH:6][C:5]([N:8]3[CH:17]=[C:16]4[C:10]([CH2:11][CH2:12][N:13]([C:18]([O:20][C:21]([CH3:24])([CH3:23])[CH3:22])=[O:19])[CH2:14][CH2:15]4)=[N:9]3)=[CH:4][CH:3]=2)[CH2:28][CH2:29][O:25]1 |f:2.3.4|. Reported procedure: A mixture of 1,1-dimethylethyl 2-(4-bromophenyl)-4,5,7,8-tetrahydropyrazolo[3,4-d]azepine-6(2H)-carboxylate (may be prepared as described in Description 12) (160 mg, 0.41 mmol), 2-oxazolidinone (71 mg, 0.82 mmol), potassium carbonate (170 mg, 1.23 mmol), copper (I) iodide (24 mg, 0.12 mmol) and N,N′-dimethyl-1,2-ethanediamine (13 μl, 0.12 mmol) in dioxane (10 ml) was heated at reflux overnight. The same amounts again of 2-oxazolidinone, copper (I) iodide and N,N′-dimethyl-1,2-ethanediamine were ...